This data is from the Open Reaction Database (ORD), a public repository of structured organic reaction records. The task is: describe an organic reaction: reactants, conditions, products, and yield Starting materials: Cl (hydrochloric acid), CC1=C(C=CC=C1)S(=O)(=O)N1C=C(C=C1C1=CC=CC=C1)C=O (1-[(2-Methylphenyl)sulfonyl]-5-phenyl-1H-pyrrole-3-carbaldehyde), CO.CN (methylamine methanol), [BH4-].[Na+] (sodium borohydride), C(O)([O-])=O.[Na+] (sodium hydrogen carbonate). Run in CO (methanol). Conditions: time 15 minute. Yields the product Cl.CNCC1=CN(C(=C1)C1=CC=CC=C1)S(=O)(=O)C1=C(C=CC=C1)C (N-Methyl-1-{1-[(2-methylphenyl)sulfonyl]-5-phenyl-1H-pyrrol-3-yl}methanamine hydrochloride). Yield: 76.0%. Reaction SMILES: [CH3:1][C:2]1[CH:7]=[CH:6][CH:5]=[CH:4][C:3]=1[S:8]([N:11]1[C:15]([C:16]2[CH:21]=[CH:20][CH:19]=[CH:18][CH:17]=2)=[CH:14][C:13]([CH:22]=O)=[CH:12]1)(=[O:10])=[O:9].CO.[CH3:26][NH2:27].[BH4-].[Na+].[ClH:30].C(=O)([O-])O.[Na+]>CO>[ClH:30].[CH3:26][NH:27][CH2:22][C:13]1[CH:14]=[C:15]([C:16]2[CH:17]=[CH:18][CH:19]=[CH:20][CH:21]=2)[N:11]([S:8]([C:3]2[CH:4]=[CH:5][CH:6]=[CH:7][C:2]=2[CH3:1])(=[O:10])=[O:9])[CH:12]=1 |f:1.2,3.4,6.7,9.10|. Reported procedure: 1-[(2-Methylphenyl)sulfonyl]-5-phenyl-1H-pyrrole-3-carbaldehyde (390 mg) was dissolved in methanol (10 mL), 40% methylamine methanol solution (280 mg) was added at room temperature and the mixture was stirred for 15 min. To the reaction mixture was added sodium borohydride (70 mg) at room temperature and the mixture was stirred for 10 min. Thereto was added 1 mol/l hydrochloric acid (10 mL), and the mixture was stirred for 5 min. The mixture was alkalized with a saturated aqueous sodium hydrogen... Run at time 20 hour. Run in [OH-].[Na+] (NaOH), ClCCl (dichloromethane). The reactants are N1(C=NC=C1)C1=CC=C(OCCCCCN)C=C1 (5-[4-(1H-imidazol-1-yl)phenoxy]pentaneamine), BrC1=CC=C(C(=O)Cl)C=C1 (4-bromobenzoyl chloride). Reaction SMILES: [N:1]1([C:6]2[CH:18]=[CH:17][C:9]([O:10][CH2:11][CH2:12][CH2:13][CH2:14][CH2:15][NH2:16])=[CH:8][CH:7]=2)[CH:5]=[CH:4][N:3]=[CH:2]1.[Br:19][C:20]1[CH:28]=[CH:27][C:23]([C:24](Cl)=[O:25])=[CH:22][CH:21]=1>ClCCl.[OH-].[Na+]>[Br:19][C:20]1[CH:28]=[CH:27][C:23]([C:24]([NH:16][CH2:15][CH2:14][CH2:13][CH2:12][CH2:11][O:10][C:9]2[CH:17]=[CH:18][C:6]([N:1]3[CH:5]=[CH:4][N:3]=[CH:2]3)=[CH:7][CH:8]=2)=[O:25])=[CH:22][CH:21]=1 |f:3.4|. Procedure details: A solution of 2.9 g of 5-[4-(1H-imidazol-1-yl)phenoxy]pentaneamine (Example 27) in 150 ml of dichloromethane and 100 ml 1N NaOH are combined and stirred vigorously as 2.8 g of 4-bromobenzoyl chloride is added. The reaction mixture is stirred at room temperature for 20 hours, the dichloromethane layer separated and dried over Na2SO4. The dichloromethane solution is diluted with 200 ml of hexane, and the solution concentrated to turbidity. Cooling the mixture at room temperature gives the desired ... The product is BrC1=CC=C(C(=O)NCCCCCOC2=CC=C(C=C2)N2C=NC=C2)C=C1 (4-Bromo-N-[5-[4-(1H-imidazol-1-yl)phenoxy]pentyl]benzamide). Starting materials: CN(C)P(=O)(N(C)C)N(C)C, [Cl-], O=C(O)COc1cc2c(c(Cl)c1Cl)C1=CC(=O)CCC1(CCO)C2, [Li+], [Li]C, O, c1ccc(C(c2ccccc2)c2ccccc2)cc1, Cc1ccc(S(=O)(=O)Cl)cc1. The product is O=C(O)COc1cc2c(c(Cl)c1Cl)C1=CC(=O)CCC1(CCCl)C2. RXN SMILES: [CH3:59][N:60]([P:61]([N:62]([CH3:63])[CH3:64])([N:65]([CH3:66])[CH3:67])=[O:68])[CH3:69].[Cl-:58].[Cl:1][c:2]1[c:3]2[c:11]([cH:12][c:13]([O:16][CH2:17][C:18](=[O:19])[OH:20])[c:14]1[Cl:15])[CH2:10][C:9]1([CH2:21][CH2:22][OH:23])[C:4]2=[CH:5][C:6](=[O:24])[CH2:7][CH2:8]1.[Li+:57].[Li:44][CH3:45].[OH2:70].[c:25]1([CH:26]([c:27]2[cH:28][cH:29][cH:30][cH:31][cH:32]2)[c:33]2[cH:34][cH:35][cH:36][cH:37][cH:38]2)[cH:39][cH:40][cH:41][cH:42][cH:43]1.[c:46]1([CH3:47])[cH:48][cH:49][c:50]([S:51](=[O:52])(=[O:53])[Cl:55])[cH:54][cH:56]1>>[Cl:1][c:2]1[c:3]2[c:11]([cH:12][c:13]([O:16][CH2:17][C:18](=[O:19])[OH:20])[c:14]1[Cl:15])[CH2:10][C:9]1([CH2:21][CH2:22][Cl:55])[C:4]2=[CH:5][C:6](=[O:24])[CH2:7][CH2:8]1. Starting materials: CC(=O)Nc1nc2c(Oc3cc(-c4ccc(C(F)(F)F)cc4)c(Br)cn3)cccc2s1, O=C([O-])[O-], [Na+], [Na+], C1COCCO1, OB(O)c1ccc(F)cc1, c1ccc(P(c2ccccc2)(c2ccccc2)[Pd](P(c2ccccc2)(c2ccccc2)c2ccccc2)(P(c2ccccc2)(c2ccccc2)c2ccccc2)P(c2ccccc2)(c2ccccc2)c2ccccc2)cc1. Product: CC(=O)Nc1nc2c(Oc3cc(-c4ccc(C(F)(F)F)cc4)c(-c4ccc(F)cc4)cn3)cccc2s1. Reaction SMILES: [Br:1][c:2]1[c:3](-[c:22]2[cH:23][cH:24][c:25]([C:28]([F:29])([F:30])[F:31])[cH:26][cH:27]2)[cH:4][c:5]([O:8][c:9]2[cH:10][cH:11][cH:12][c:13]3[c:14]2[n:15][c:16]([NH:18][C:19]([CH3:20])=[O:21])[s:17]3)[n:6][cH:7]1.[C:42](=[O:43])([O-:44])[O-:45].[Na+:46].[Na+:47].[O:48]1[CH2:49][CH2:50][O:51][CH2:52][CH2:53]1.[OH:32][B:33]([OH:34])[c:35]1[cH:36][cH:37][c:38]([F:39])[cH:40][cH:41]1.[cH:54]1[cH:55][cH:56][c:57]([P:58]([Pd:59]([P:60]([c:61]2[cH:62][cH:63][cH:64][cH:65][cH:66]2)([c:67]2[cH:68][cH:69][cH:70][cH:71][cH:72]2)[c:73]2[cH:74][cH:75][cH:76][cH:77][cH:78]2)([P:79]([c:80]2[cH:81][cH:82][cH:83][cH:84][cH:85]2)([c:86]2[cH:87][cH:88][cH:89][cH:90][cH:91]2)[c:92]2[cH:93][cH:94][cH:95][cH:96][cH:97]2)[P:98]([c:99]2[cH:100][cH:101][cH:102][cH:103][cH:104]2)([c:105]2[cH:106][cH:107][cH:108][cH:109][cH:110]2)[c:111]2[cH:112][cH:113][cH:114][cH:115][cH:116]2)([c:117]2[cH:118][cH:119][cH:120][cH:121][cH:122]2)[c:123]2[cH:124][cH:125][cH:126][cH:127][cH:128]2)[cH:129][cH:130]1>>[c:2]1(-[c:35]2[cH:36][cH:37][c:38]([F:39])[cH:40][cH:41]2)[c:3](-[c:22]2[cH:23][cH:24][c:25]([C:28]([F:29])([F:30])[F:31])[cH:26][cH:27]2)[cH:4][c:5]([O:8][c:9]2[cH:10][cH:11][cH:12][c:13]3[c:14]2[n:15][c:16]([NH:18][C:19]([CH3:20])=[O:21])[s:17]3)[n:6][cH:7]1. The reactants are N[C@@H](CCC(N)=O)C(=O)O (L-glutamine), ON1N=NC2=C1C=CC=C2 (N-Hydroxybenzotriazole), C1(CCCCC1)N=C=NC1CCCCC1 (dicyclohexylcarbodiimide), [H][H] (hydrogen). The reagents and catalysts are [OH-].[OH-].[Pd+2] (Pearlman's catalyst). Solvent: C(C)(=O)OCC (ethyl acetate), ClCCl (Dichloromethane), ClCCl (dichloromethane). Run at time 24 hour. Product: amino acid, NCCN(CCN)CCN (tris(2-aminoethyl)amine). Yield: 45.0%. As a reaction SMILES: N[C@H](C(O)=O)C[CH2:4][C:5](=O)[NH2:6].[H][H].O[N:14]1[C:18]2C=CC=C[C:17]=2[N:16]=N1.[CH:23]1([N:29]=C=NC2CCCCC2)CCCC[CH2:24]1>[OH-].[OH-].[Pd+2].C(OCC)(=O)C.ClCCl>[NH2:29][CH2:23][CH2:24][N:16]([CH2:4][CH2:5][NH2:6])[CH2:17][CH2:18][NH2:14] |f:4.5.6|. Procedure details: Approximately 140 mg of Pearlman's catalyst was added to a solution of compound 3-1 (1.2 mmol) in ethyl acetate (50 mL). The reaction mixture was placed under 50 psi of hydrogen for 1.5 hours. The catalyst was removed by filtration through Celite, and the solvent was removed. A solution of the debenzoylated, lipidic amino acid (1.2 mmol) and tris(2-aminoethyl)amine (0.31 mmol) was prepared in dichloromethane (12 mL). N-Hydroxybenzotriazole (1 mmol) and dicyclohexylcarbodiimide (1 mmol) were adde... Starting materials: O(C1=CC=CC=C1)C=1C=C(C=CC1)C(C)O (α-(3-phenoxyphenyl)ethyl alcohol), [N+](=O)([O-])C1=CC(=CC=C1)[N+](=O)[O-] (m-dinitrobenzene). Solvent: CS(=O)C (dimethyl sulfoxide). The product is O(C1=CC=CC=C1)C=1C=C(C=C)C=CC1 (3-phenoxystyrene). The yield is 74.1%. RXN SMILES: [O:1]([C:8]1[CH:9]=[C:10]([CH:14](O)[CH3:15])[CH:11]=[CH:12][CH:13]=1)[C:2]1[CH:7]=[CH:6][CH:5]=[CH:4][CH:3]=1.[N+](C1C=CC=C([N+]([O-])=O)C=1)([O-])=O>CS(C)=O>[O:1]([C:8]1[CH:9]=[C:10]([CH:11]=[CH:12][CH:13]=1)[CH:14]=[CH2:15])[C:2]1[CH:3]=[CH:4][CH:5]=[CH:6][CH:7]=1. Procedure details: In 250 ml. of dimethyl sulfoxide were dissolved 7.0 g of α-(3-phenoxyphenyl)ethyl alcohol and 0.5 g of m-dinitrobenzene as a polymerization inhibitor. The solution was subjected to reaction at 160° C. for 10 hours. After cooling, the reaction mixture was incorporated with 250 ml. of dichloromethane, and washed with 600 ml. of water. The resultant dichloromethane layer was separated after removal of the dimethyl sulfoxide, and dried with magnesium sulfate. Then the dichloromethane in the layer wa...